This data is from the Open Reaction Database (ORD), a public repository of structured organic reaction records. The task is: describe an organic reaction: reactants, conditions, products, and yield Reaction SMILES: [BH:33]([OH:34])[OH:35].[Br:1][c:2]1[nH:3][c:4]2[cH:5][c:6]([C:17](=[O:18])[O:19][CH3:20])[cH:7][cH:8][c:9]2[c:10]1[CH:11]1[CH2:12][CH2:13][CH2:14][CH2:15][CH2:16]1.[CH:21](=[O:22])[c:23]1[c:24]([B:28]([OH:29])[OH:30])[s:25][cH:26][cH:27]1.[F-:31].[K+:32].[O:36]1[CH2:37][CH2:38][O:39][CH2:40][CH2:41]1>>[c:2]1(-[c:24]2[c:23]([CH:21]=[O:22])[cH:27][cH:26][s:25]2)[nH:3][c:4]2[cH:5][c:6]([C:17](=[O:18])[O:19][CH3:20])[cH:7][cH:8][c:9]2[c:10]1[CH:11]1[CH2:12][CH2:13][CH2:14][CH2:15][CH2:16]1. Starting materials: OBO, COC(=O)c1ccc2c(C3CCCCC3)c(Br)[nH]c2c1, O=Cc1ccsc1B(O)O, [F-], [K+], C1COCCO1. Yields the product COC(=O)c1ccc2c(C3CCCCC3)c(-c3sccc3C=O)[nH]c2c1. The reactants are C(C1=CC=CC=C1)OC1=CC=C(C(=O)O)C=C1 (4-(benzyloxy)benzoic acid), C(CCCCC)OC1=CC=C(C=C1)O (4-(hexyloxy)phenol), C1(CCCCC1)N=C=NC1CCCCC1 (N,N′-dicyclohexylcarbodiimide), O (water). Reagents/catalysts: CN(C1=CC=NC=C1)C (4-dimethylaminopyridine). Run in C(Cl)Cl (methylene chloride). Run at time 3 hour. Yields the product C(C1=CC=CC=C1)OC1=CC=C(C(=O)OC2=CC=C(C=C2)OCCCCCC)C=C1 (4-(hexyloxy)phenyl 4-(benzyloxy)benzoate). The yield is 70.3%. As a reaction SMILES: [CH2:1]([O:8][C:9]1[CH:17]=[CH:16][C:12]([C:13]([OH:15])=[O:14])=[CH:11][CH:10]=1)[C:2]1[CH:7]=[CH:6][CH:5]=[CH:4][CH:3]=1.[CH2:18]([O:24][C:25]1[CH:30]=[CH:29][C:28](O)=[CH:27][CH:26]=1)[CH2:19][CH2:20][CH2:21][CH2:22][CH3:23].C1(N=C=NC2CCCCC2)CCCCC1.O>CN(C)C1C=CN=CC=1.C(Cl)Cl>[CH2:1]([O:8][C:9]1[CH:10]=[CH:11][C:12]([C:13]([O:15][C:28]2[CH:29]=[CH:30][C:25]([O:24][CH2:18][CH2:19][CH2:20][CH2:21][CH2:22][CH3:23])=[CH:26][CH:27]=2)=[O:14])=[CH:16][CH:17]=1)[C:2]1[CH:3]=[CH:4][CH:5]=[CH:6][CH:7]=1. Procedure details: 4-(benzyloxy)benzoic acid (20.0 g, 87.6 mmol), 4-(hexyloxy)phenol (17.0 g, 87.6 mmol), N,N′-dicyclohexylcarbodiimide (21.7 g, 105 mmol) and 4-dimethylaminopyridine (535 mg, 4.38 mmol) were dissolved in 300 mL of methylene chloride. The resulting solution was stirred for 3 hours at room temperature. Then, 300 mL of pure water was added thereto, and then the resulting liquid was filtered to remove insoluble matters. Thereafter, the obtained solution was subjected to separation operation, and the r... Starting materials: BrB(Br)Br, CCOC(C)=O, ClCCl, COc1ccc2c(Oc3ccc(NS(=O)(=O)CC(F)(F)F)cc3)c(-c3ccccc3)c(C)cc2c1. Product: Cc1cc2cc(O)ccc2c(Oc2ccc(NS(=O)(=O)CC(F)(F)F)cc2)c1-c1ccccc1. RXN SMILES: [B:36]([Br:37])([Br:38])[Br:39].[CH3:40][CH2:41][O:42][C:43]([CH3:44])=[O:45].[Cl:46][CH2:47][Cl:48].[F:1][C:2]([CH2:3][S:4](=[O:5])(=[O:6])[NH:7][c:8]1[cH:9][cH:10][c:11]([O:14][c:15]2[c:16](-[c:28]3[cH:29][cH:30][cH:31][cH:32][cH:33]3)[c:17]([CH3:27])[cH:18][c:19]3[cH:20][c:21]([O:25][CH3:26])[cH:22][cH:23][c:24]23)[cH:12][cH:13]1)([F:34])[F:35]>>[F:1][C:2]([CH2:3][S:4](=[O:5])(=[O:6])[NH:7][c:8]1[cH:9][cH:10][c:11]([O:14][c:15]2[c:16](-[c:28]3[cH:29][cH:30][cH:31][cH:32][cH:33]3)[c:17]([CH3:27])[cH:18][c:19]3[cH:20][c:21]([OH:25])[cH:22][cH:23][c:24]23)[cH:12][cH:13]1)([F:34])[F:35].